Dataset: the Open Reaction Database (ORD), a public repository of structured organic reaction records. Task: describe an organic reaction: reactants, conditions, products, and yield Reactants: C1COCCO1, Cc1cc(N)cc(B2OC(C)(C)C(C)(C)O2)c1, CS(=O)(=O)O, CCOC(C)=O, CCc1ccnc(Cl)n1. Product: CCc1ccnc(Nc2cc(C)cc(B3OC(C)(C)C(C)(C)O3)c2)n1. Reaction SMILES: [CH2:32]1[O:33][CH2:34][CH2:35][O:36][CH2:37]1.[CH3:10][c:11]1[cH:12][c:13]([NH2:14])[cH:15][c:16]([B:18]2[O:19][C:20]([CH3:25])([CH3:26])[C:21]([CH3:23])([CH3:24])[O:22]2)[cH:17]1.[CH3:27][S:28](=[O:29])(=[O:30])[OH:31].[CH3:38][CH2:39][O:40][C:41](=[O:42])[CH3:43].[Cl:1][c:2]1[n:3][cH:4][cH:5][c:6]([CH2:8][CH3:9])[n:7]1>>[c:2]1([NH:14][c:13]2[cH:12][c:11]([CH3:10])[cH:17][c:16]([B:18]3[O:19][C:20]([CH3:25])([CH3:26])[C:21]([CH3:23])([CH3:24])[O:22]3)[cH:15]2)[n:3][cH:4][cH:5][c:6]([CH2:8][CH3:9])[n:7]1. Starting materials: COC(CCCCCCCC=CC1=CC=C(C=C1)Cl)=O (10-(4-chlorophenyl)-dec-9-enoic acid methyl ester), O (water), [OH-].[K+] (KOH). The solvent is CO (methanol). Conditions: time 2 hour. Yields the product ClC1=CC=C(C=C1)C=CCCCCCCCC(=O)O (10-(4-chlorophenyl)dec-9-enoic acid). Isolated yield 103.7%. As a reaction SMILES: C[O:2][C:3](=[O:20])[CH2:4][CH2:5][CH2:6][CH2:7][CH2:8][CH2:9][CH2:10][CH:11]=[CH:12][C:13]1[CH:18]=[CH:17][C:16]([Cl:19])=[CH:15][CH:14]=1.O.[OH-].[K+]>CO>[Cl:19][C:16]1[CH:15]=[CH:14][C:13]([CH:12]=[CH:11][CH2:10][CH2:9][CH2:8][CH2:7][CH2:6][CH2:5][CH2:4][C:3]([OH:20])=[O:2])=[CH:18][CH:17]=1 |f:2.3|. Procedure details: To a solution of 1.62 g of 10-(4-chlorophenyl)-dec-9-enoic acid methyl ester in 200 mL of 4:1 methanol:water is added 5.4 g of KOH. The solution is stirred for 2 hours and extracted three times with diethyl ether. The aqueous layer is acidified with concentrated hydrochloric acid, and extracted three times with diethyl ether. The organic layers are combined, washed with brine, dried over Na2SO4, filtered, and concentrated in vacuo to give a yellow oil. The residue is purified via flash chromatog...